From a dataset of the Open Reaction Database (ORD), a public repository of structured organic reaction records. describe an organic reaction: reactants, conditions, products, and yield Reactants: CN1N=C(C(=C1)C(=O)O)C(F)(F)F (1-methyl-3-(trifluoromethyl)-1H-pyrazole-4-carboxylic acid), NC=1C=C(OC=2C=CC=3N(C2)N=C(N3)NC(=O)C3CC3)C=CC1C (N-[6-(3-amino-4-methylphenoxy)[1,2,4]triazolo[1,5-a]pyridin-2-yl]cyclopropanecarboxamide), O1CCCC1 (tetrahydrofuran), S(=O)(Cl)Cl (thionyl chloride). Reagents/catalysts: CN(C=O)C (N,N-dimethylformamide). The solvent is CN(C(C)=O)C (N,N-dimethylacetamide). Yields the product C1(CC1)C(=O)NC1=NN2C(C=CC(=C2)OC=2C=CC(=C(C2)NC(=O)C=2C(=NN(C2)C)C(F)(F)F)C)=N1 (N-[5-({2-[(cyclopropylcarbonyl)amino][1,2,4]triazolo[1,5-a]pyridin-6-yl}oxy)-2-methylphenyl]-1-methyl-3-(trifluoromethyl)-1H-pyrazole-4-carboxamide). The yield is 59.7%. Reaction SMILES: [CH3:1][N:2]1[CH:6]=[C:5]([C:7](O)=[O:8])[C:4]([C:10]([F:13])([F:12])[F:11])=[N:3]1.O1CCCC1.S(Cl)(Cl)=O.[NH2:23][C:24]1[CH:25]=[C:26]([CH:43]=[CH:44][C:45]=1[CH3:46])[O:27][C:28]1[CH:29]=[CH:30][C:31]2[N:32]([N:34]=[C:35]([NH:37][C:38]([CH:40]3[CH2:42][CH2:41]3)=[O:39])[N:36]=2)[CH:33]=1>CN(C)C=O.CN(C)C(=O)C>[CH:40]1([C:38]([NH:37][C:35]2[N:36]=[C:31]3[CH:30]=[CH:29][C:28]([O:27][C:26]4[CH:43]=[CH:44][C:45]([CH3:46])=[C:24]([NH:23][C:7]([C:5]5[C:4]([C:10]([F:13])([F:12])[F:11])=[N:3][N:2]([CH3:1])[CH:6]=5)=[O:8])[CH:25]=4)=[CH:33][N:32]3[N:34]=2)=[O:39])[CH2:41][CH2:42]1. Reported procedure: In the same manner as in Example 55 and using 1-methyl-3-(trifluoromethyl)-1H-pyrazole-4-carboxylic acid (85.2 mg, 0.439 mmol), tetrahydrofuran (5 mL), thionyl chloride (77.0 μL, 0.888 mmol), N,N-dimethylformamide (2 drops), N-[6-(3-amino-4-methylphenoxy)[1,2,4]triazolo[1,5-a]pyridin-2-yl]cyclopropanecarboxamide (129 mg, 0.399 mmol) and N,N-dimethylacetamide (6 mL) as starting materials, the title compound (119 mg, 60%) was obtained as a white solid.